Dataset: the Open Reaction Database (ORD), a public repository of structured organic reaction records. Task: describe an organic reaction: reactants, conditions, products, and yield Starting materials: S(=O)(=O)(Cl)Cl (sulphuryl chloride), C(C)(=O)NC=1SC=C(N1)/C(/C(=O)OC(C)(C)C)=C/C (tert.-butyl Z-2-(2-acetamidothiazol-4-yl)but-2-enoate). Solvent: C(Cl)(Cl)(Cl)Cl (carbon tetrachloride), C(Cl)(Cl)(Cl)Cl (carbon tetrachloride), C(C)(=O)O (acetic acid). The product is C(C)(=O)NC=1SC(=C(N1)/C(/C(=O)OC(C)(C)C)=C/C)Cl (Tert.-butyl Z-2-(2-acetamido-5-chlorothiazol-4-yl)but-2-enoate). Yield: 6.8%. RXN SMILES: [C:1]([NH:4][C:5]1[S:6][CH:7]=[C:8](/[C:10](=[CH:18]/[CH3:19])/[C:11]([O:13][C:14]([CH3:17])([CH3:16])[CH3:15])=[O:12])[N:9]=1)(=[O:3])[CH3:2].S(Cl)([Cl:23])(=O)=O>C(Cl)(Cl)(Cl)Cl.C(O)(=O)C>[C:1]([NH:4][C:5]1[S:6][C:7]([Cl:23])=[C:8](/[C:10](=[CH:18]/[CH3:19])/[C:11]([O:13][C:14]([CH3:17])([CH3:16])[CH3:15])=[O:12])[N:9]=1)(=[O:3])[CH3:2]. Procedure details: 78 g (0.28 mol) of tert.-butyl Z-2-(2-acetamidothiazol-4-yl)but-2-enoate are suspended in a mixture of 2 l of carbon tetrachloride and 15 ml of glacial acetic acid at 0° C. 43 g (0.32 mol) of sulphuryl chloride, dissolved in 600 ml of carbon tetrachloride, are added dropwise in the course of five hours, while stirring. The solution is extracted once with saturated sodium bicarbonate solution and once with water, dried and concentrated to about 200 ml. The product which has precipitated is filter...